Dataset: the Open Reaction Database (ORD), a public repository of structured organic reaction records. Task: describe an organic reaction: reactants, conditions, products, and yield Starting materials: FC(C(C)(C)C=1OC=CC(C1)=O)(F)F (2-(1,1,1-trifluoro-2-methylpropan-2-yl)-4H-pyran-4-one), [NH4+].[OH-] (NH4OH). Reaction conditions: temperature 90 celsius, time 1 hour. Product: FC(C(C)(C)C=1NC=CC(C1)=O)(F)F (2-(1,1,1-trifluoro-2-methylpropan-2-yl)pyridin-4(1H)-one). Isolated yield 74.7%. Reaction SMILES: [F:1][C:2]([F:14])([F:13])[C:3]([C:6]1O[CH:8]=[CH:9][C:10](=[O:12])[CH:11]=1)([CH3:5])[CH3:4].[NH4+:15].[OH-]>>[F:1][C:2]([F:14])([F:13])[C:3]([C:6]1[NH:15][CH:8]=[CH:9][C:10](=[O:12])[CH:11]=1)([CH3:5])[CH3:4] |f:1.2|. Reported procedure: A mixture of 2-(1,1,1-trifluoro-2-methylpropan-2-yl)-4H-pyran-4-one (800 mg, 3.88 mmol) in NH4OH (8 mL, 205 mmol) was stirred at 90° C. for 1 h. Then the mixture was concentrated, triturated with MeOH (20 mL) and filtered. The filtrate was concentrated and purified by silica column chromatography (DCM/MeOH=9:1). All fractions found to contain product by TLC (DCM/MeOH=9:1, Rf=0.2) were combined and concentrated to yield a yellow oil of 2-(1,1,1-trifluoro-2-methylpropan-2-yl)pyridin-4(1H)-one (700... Reactants: [Al+3], CCCC(=O)Cl, [Cl-], [Cl-], [Cl-], ClCCCl, O=C1Nc2ccccc2Oc2sccc21. Product: CCCC(=O)c1cc2c(s1)Oc1ccccc1NC2=O. Reaction SMILES: [Al+3:23].[C:16]([CH2:17][CH2:18][CH3:19])(=[O:20])[Cl:21].[Cl-:22].[Cl-:24].[Cl-:25].[Cl:26][CH2:27][CH2:28][Cl:29].[s:1]1[cH:2][cH:3][c:4]2[c:5]1[O:6][c:7]1[c:8]([cH:12][cH:13][cH:14][cH:15]1)[NH:9][C:10]2=[O:11]>>[s:1]1[c:2]([C:16]([CH2:17][CH2:18][CH3:19])=[O:20])[cH:3][c:4]2[c:5]1[O:6][c:7]1[c:8]([cH:12][cH:13][cH:14][cH:15]1)[NH:9][C:10]2=[O:11]. Starting materials: NC1=CC=CC(=N1)CO (6-amino-2-pyridinemethanol), ClC(=O)CC(=O)OCC (ethyl a-chloroformylacetate), Heterocyclic. Run in O1CCOCC1 (dioxane). The product is OCC1=CC=CC=2N1C(=CN2)C(=O)OCC (Ethyl 5-(hydroxymethyl)imidazo[1,2-a]pyridine-3-carboxylate). Reaction SMILES: [NH2:1][C:2]1[N:7]=[C:6]([CH2:8][OH:9])[CH:5]=[CH:4][CH:3]=1.Cl[C:11]([CH2:13][C:14]([O:16][CH2:17][CH3:18])=[O:15])=O>O1CCOCC1>[OH:9][CH2:8][C:6]1[N:7]2[C:13]([C:14]([O:16][CH2:17][CH3:18])=[O:15])=[CH:11][N:1]=[C:2]2[CH:3]=[CH:4][CH:5]=1. Procedure details: The title product is prepared by the reaction of the title compound from Example 3 with ethyl a-chloroformylacetate by the method of Example 4 or in dioxane by the procedure of W. W. Paudley; R. A. VanDahm; Y. N. Park, J. Heterocyclic Chem., 1972, (9), 81-85. The reactants are CC=1NC(=CC1)C (2,5-dimethyl-pyrrole), CC1OC(OC(O1)C)C (paraldehyde), product, I (hydriodic acid), [PH2](=O)O (hypophosphorous acid), C(C)(=O)O (acetic acid). Yields the product CC=1NC(=C(C1CC)CC)C (2,5-Dimethyl-3,4-diethyl-pyrrole). As a reaction SMILES: [CH3:1][C:2]1[NH:3][C:4]([CH3:7])=[CH:5][CH:6]=1.I.[PH2](O)=O.[CH3:12][CH:13]1OC(C)OC(C)O1.[C:21](O)(=O)[CH3:22]>>[CH3:1][C:2]1[NH:3][C:4]([CH3:7])=[C:5]([CH2:21][CH3:22])[C:6]=1[CH2:12][CH3:13]. Reported procedure: As in Example 58, using 2,5-dimethyl-pyrrole (2g), acetic acid (50 ml), hydriodic acid (50 ml), hypophosphorous acid (10 ml) and paraldehyde (1.4 ml). The product (46%) was an oil, b.p. 48°-50° (0.05 mm). Anal. Calc. for C10H17N: C, 79.40; H, 11.34; N, 9.26. Found: C, 79.21; H, 11.53; N, 9.09. The reactants are ClC1=CC(=C(CN2N=CC3=CC(=CC=C23)\C=C/2\C(N(C(S2)=O)C[C@H]2CNCC2)=O)C=C1)C(F)(F)F ((5Z)-5-({1-[4-chloro-2-(trifluoromethyl)benzyl]-1H-indazol-5-yl}methylidene)-3-[(3R)-pyrrolidin-3-ylmethyl]-1,3-thiazolidine-2,4-dione), BrCC(=O)N (2-bromoacetamide). The product is ClC1=CC(=C(CN2N=CC3=CC(=CC=C23)\C=C/2\C(N(C(S2)=O)C[C@H]2CN(CC2)CC(=O)N)=O)C=C1)C(F)(F)F (2-[(3R)-3-{[(5Z)-5-({1-[4-Chloro-2-(trifluoromethyl)benzyl]-1H-indazol-5-yl}methylidene)-2,4-dioxo-1,3-thiazolidin-3-yl]methyl}pyrrolidin-1-yl]acetamide). Reaction SMILES: [Cl:1][C:2]1[CH:31]=[CH:30][C:5]([CH2:6][N:7]2[C:15]3[C:10](=[CH:11][C:12](/[CH:16]=[C:17]4/[C:18](=[O:29])[N:19]([CH2:23][C@@H:24]5[CH2:28][CH2:27][NH:26][CH2:25]5)[C:20](=[O:22])[S:21]/4)=[CH:13][CH:14]=3)[CH:9]=[N:8]2)=[C:4]([C:32]([F:35])([F:34])[F:33])[CH:3]=1.Br[CH2:37][C:38]([NH2:40])=[O:39]>>[Cl:1][C:2]1[CH:31]=[CH:30][C:5]([CH2:6][N:7]2[C:15]3[C:10](=[CH:11][C:12](/[CH:16]=[C:17]4/[C:18](=[O:29])[N:19]([CH2:23][C@@H:24]5[CH2:28][CH2:27][N:26]([CH2:37][C:38]([NH2:40])=[O:39])[CH2:25]5)[C:20](=[O:22])[S:21]/4)=[CH:13][CH:14]=3)[CH:9]=[N:8]2)=[C:4]([C:32]([F:35])([F:33])[F:34])[CH:3]=1. Reported procedure: 2-[(3R)-3-{[(5Z)-5-({1-[4-Chloro-2-(trifluoromethyl)benzyl]-1H-indazol-5-yl}methylidene)-2,4-dioxo-1,3-thiazolidin-3-yl]methyl}pyrrolidin-1-yl]acetamide was prepared from (5Z)-5-({1-[4-chloro-2-(trifluoromethyl)benzyl]-1H-indazol-5-yl}methylidene)-3-[(3R)-pyrrolidin-3-ylmethyl]-1,3-thiazolidine-2,4-dione and 2-bromoacetamide following General Procedure H. The reactants are BrC1=CC(=C(C=C1)C(=O)N1CCN(CC1)C1=NC=C(C=C1C)C1CC1)N1S(CCC1)(=O)=O ([4-bromo-2-(1,1-dioxoisothiazolidin-2-yl)phenyl][4-(5-cyclopropyl-3-methylpyridin-2-yl)piperazin-1-yl]methanone), C[C@H]1CNC(O1)=O ((S)-5-methyloxazolidin-2-one). Product: C1(CC1)C=1C=C(C(=NC1)N1CCN(CC1)C(=O)C1=C(C=C(C=C1)N1C(O[C@H](C1)C)=O)N1S(CCC1)(=O)=O)C ((S)-3-{4-[4-(5-cyclopropyl-3-methylpyridin-2-yl)piperazine-1-carbonyl]-3-(1,1-dioxoisothiazolidin-2-yl)phenyl}-5-methyloxazolidin-2-one). Isolated yield 84.8%. Reaction SMILES: Br[C:2]1[CH:7]=[CH:6][C:5]([C:8]([N:10]2[CH2:15][CH2:14][N:13]([C:16]3[C:21]([CH3:22])=[CH:20][C:19]([CH:23]4[CH2:25][CH2:24]4)=[CH:18][N:17]=3)[CH2:12][CH2:11]2)=[O:9])=[C:4]([N:26]2[CH2:30][CH2:29][CH2:28][S:27]2(=[O:32])=[O:31])[CH:3]=1.[CH3:33][C@@H:34]1[O:38][C:37](=[O:39])[NH:36][CH2:35]1>>[CH:23]1([C:19]2[CH:20]=[C:21]([CH3:22])[C:16]([N:13]3[CH2:14][CH2:15][N:10]([C:8]([C:5]4[CH:6]=[CH:7][C:2]([N:36]5[CH2:35][C@H:34]([CH3:33])[O:38][C:37]5=[O:39])=[CH:3][C:4]=4[N:26]4[CH2:30][CH2:29][CH2:28][S:27]4(=[O:32])=[O:31])=[O:9])[CH2:11][CH2:12]3)=[N:17][CH:18]=2)[CH2:25][CH2:24]1. Procedure details: By reaction and treatment in the same manner as in Example 149 and using [4-bromo-2-(1,1-dioxoisothiazolidin-2-yl)phenyl][4-(5-cyclopropyl-3-methylpyridin-2-yl)piperazin-1-yl]methanone (519 mg) described in Preparation Example 179 and (S)-5-methyloxazolidin-2-one (121 mg) described in Preparation Example 42, the title compound (457 mg) was obtained. Starting materials: C(=O)NC=1SC=C(N1)C(C(=O)NC1[C@@H]2N(C(=CCS2)C(=O)OCC2=CC=C(C=C2)[N+](=O)[O-])C1=O)=NOC1CCCCC1 (4-Nitrobenzyl 7-[2-(2-formamidothiazol-4-yl)-2-cyclohexyloxyiminoacetamido]-3-cephem-4-carboxylate), CO (methanol), O1CCCC1 (tetrahydrofuran), C(C)(=O)O (acetic acid). Reagents/catalysts: [C].[Pd] (palladium carbon). The solvent is O (water). The product is C(=O)NC=1SC=C(N1)C(C(=O)NC1[C@@H]2N(C(=CCS2)C(=O)O)C1=O)=NOC1CCCCC1 (7-[2-(2-formamidothiazol-4-yl)-2-cyclohexyloxyiminoacetamido]-3-cephem-4-carboxylic acid). Yield: 49.3%. Reaction SMILES: [CH:1]([NH:3][C:4]1[S:5][CH:6]=[C:7]([C:9](=[N:35][O:36][CH:37]2[CH2:42][CH2:41][CH2:40][CH2:39][CH2:38]2)[C:10]([NH:12][CH:13]2[C:33](=[O:34])[N:15]3[C:16]([C:20]([O:22]CC4C=CC([N+]([O-])=O)=CC=4)=[O:21])=[CH:17][CH2:18][S:19][C@H:14]23)=[O:11])[N:8]=1)=[O:2].CO.O1CCCC1.C(O)(=O)C>[C].[Pd].O>[CH:1]([NH:3][C:4]1[S:5][CH:6]=[C:7]([C:9](=[N:35][O:36][CH:37]2[CH2:42][CH2:41][CH2:40][CH2:39][CH2:38]2)[C:10]([NH:12][CH:13]2[C:33](=[O:34])[N:15]3[C:16]([C:20]([OH:22])=[O:21])=[CH:17][CH2:18][S:19][C@H:14]23)=[O:11])[N:8]=1)=[O:2] |f:4.5|. Reported procedure: 4-Nitrobenzyl 7-[2-(2-formamidothiazol-4-yl)-2-cyclohexyloxyiminoacetamido]-3-cephem-4-carboxylate (syn isomer, 2.0 g.), 10% palladium carbon (0.8 g.), methanol (8 ml.), tetrahydrofuran (20 ml.), acetic acid (0.14 ml.) and water (1.4 ml.) were treated in a similar manner to that of Example 15-(2) to give 7-[2-(2-formamidothiazol-4-yl)-2-cyclohexyloxyiminoacetamido]-3-cephem-4-carboxylic acid (syn isomer, 0.77 g.).